From a dataset of the Open Reaction Database (ORD), a public repository of structured organic reaction records. describe an organic reaction: reactants, conditions, products, and yield Reactants: COC(=O)NC(CO)COC(NCCCCCCCCCCCCCCCCCC)=O (2-methoxycarbonylamino-3-octadecylcarbamoyloxypropanol), C(C)(C)(C)OC(=O)OC(=O)[O-] (tert-butyldicarbonate). Product: C(C)(C)(C)OC(=O)NC(CO)COC(NCCCCCCCCCCCCCCCCCC)=O (2-tert-Butoxycarbonylamino-3-octadecylcarbamoyloxypropanol). The yield is 93.4%. RXN SMILES: COC([NH:5][CH:6]([CH2:9][O:10][C:11](=[O:31])[NH:12][CH2:13][CH2:14][CH2:15][CH2:16][CH2:17][CH2:18][CH2:19][CH2:20][CH2:21][CH2:22][CH2:23][CH2:24][CH2:25][CH2:26][CH2:27][CH2:28][CH2:29][CH3:30])[CH2:7][OH:8])=O.[C:32]([O:36][C:37]([O:39]C([O-])=O)=O)([CH3:35])([CH3:34])[CH3:33]>>[C:32]([O:36][C:37]([NH:5][CH:6]([CH2:9][O:10][C:11](=[O:31])[NH:12][CH2:13][CH2:14][CH2:15][CH2:16][CH2:17][CH2:18][CH2:19][CH2:20][CH2:21][CH2:22][CH2:23][CH2:24][CH2:25][CH2:26][CH2:27][CH2:28][CH2:29][CH3:30])[CH2:7][OH:8])=[O:39])([CH3:33])([CH3:34])[CH3:35]. Procedure details: 2-tert-Butoxycarbonylamino-3-octadecylcarbamoyloxypropanol Ve2 is prepared by the same manner as described in (41) by using tert-butyldicarbonate instead of methyl chloroformate. The reactants are O=S(=O)(Cl)C1=Cc2ccc(Br)cc2OC1, CC(C)(C)OC(=O)NC1CCN(NC2CCN(c3ccncc3)CC2)C1=O. Product: O=C1C(NS(=O)(=O)C2=Cc3ccc(Br)cc3OC2)CCN1NC1CCN(c2ccncc2)CC1. As a reaction SMILES: [Br:28][c:29]1[cH:30][c:31]2[c:32]([cH:41][cH:42]1)[CH:33]=[C:34]([S:37](=[O:38])(=[O:39])[Cl:40])[CH2:35][O:36]2.[C:1]([O:2][C:3](=[O:4])[NH:8][CH:9]1[C:10](=[O:27])[N:11]([NH:14][CH:15]2[CH2:16][CH2:17][N:18]([c:21]3[cH:22][cH:23][n:24][cH:25][cH:26]3)[CH2:19][CH2:20]2)[CH2:12][CH2:13]1)([CH3:5])([CH3:6])[CH3:7]>>[NH:8]([CH:9]1[C:10](=[O:27])[N:11]([NH:14][CH:15]2[CH2:16][CH2:17][N:18]([c:21]3[cH:22][cH:23][n:24][cH:25][cH:26]3)[CH2:19][CH2:20]2)[CH2:12][CH2:13]1)[S:37]([C:34]1=[CH:33][c:32]2[c:31]([cH:30][c:29]([Br:28])[cH:42][cH:41]2)[O:36][CH2:35]1)(=[O:38])=[O:39]. The reactants are ice water, C(C1=CC=CC=C1)N1C(=NC2=C(C1=O)C(=NS2)C)CCC (5-benzyl-3-methyl-6-propyl-5H-isothiazolo[5,4-d]pyrimidin-4-one), BrBr (bromine), CC(=O)[O-].[Na+] (NaOAc). Solvent: C(C)(=O)O (acetic acid). The product is C(C1=CC=CC=C1)N1C(=NC2=C(C1=O)C(=NS2)C)C(CC)Br (5-benzyl-6-(1-bromo-propyl)-3-methyl-5H-isothiazolo[5,4-d]pyrimidin-4-one). Reaction SMILES: [CH2:1]([N:8]1[C:13](=[O:14])[C:12]2[C:15]([CH3:18])=[N:16][S:17][C:11]=2[N:10]=[C:9]1[CH2:19][CH2:20][CH3:21])[C:2]1[CH:7]=[CH:6][CH:5]=[CH:4][CH:3]=1.[Br:22]Br.CC([O-])=O.[Na+]>C(O)(=O)C>[CH2:1]([N:8]1[C:13](=[O:14])[C:12]2[C:15]([CH3:18])=[N:16][S:17][C:11]=2[N:10]=[C:9]1[CH:19]([Br:22])[CH2:20][CH3:21])[C:2]1[CH:3]=[CH:4][CH:5]=[CH:6][CH:7]=1 |f:2.3|. Procedure: A mixture of 31 (430 mg, 1.44 mmol), bromine (345 mg, 2.16 mmol) and NaOAc (236 mg, 2.88 mmol) in acetic acid (10 mL) was heated at 40–45° C. for 14 h. The reaction mixture was poured into ice water, a yellow solid was collected by filtration. The crude product 32 was used in the next step without further purification. 1H-NMR (400 MHz, CDCl3): δ 7.06–7.31 (m, 5H), 6.13 (d, J=16.41 Hz, 1H), 4.80 (d, J=16.41 Hz, 1H), 4.56 (t, J=7.26 Hz, 1H), 2.77 (s, 3H), 2.33 (m, 1H), 2.13 (m, 1H), 0.67 (t, J=7.2... The reactants are Cl.ClC=1C(=NC=CC1)N1CCNCC1 (1-(3-Chloropyridin-2-yl)piperazine hydrochloride), ClC1=NC2=C(N1)C=C(C=C2)C(F)(F)F (2-chloro-6-trifluoromethyl-1H-benzoimidazole), C(C)(C)N(C(C)C)CC (N,N-diisopropylethylamine). Solvent: CC#N (MeCN). Reaction conditions: time 20 minute. Yields the product ClC=1C(=NC=CC1)N1CCN(CC1)C1=NC2=C(N1)C=C(C=C2)C(F)(F)F (2-[4-(3-Chloropyridin-2-yl)piperazin-1-yl]-6-trifluoromethyl-1H-benzoimidazole). As a reaction SMILES: Cl.[Cl:2][C:3]1[C:4]([N:9]2[CH2:14][CH2:13][NH:12][CH2:11][CH2:10]2)=[N:5][CH:6]=[CH:7][CH:8]=1.Cl[C:16]1[NH:20][C:19]2[CH:21]=[C:22]([C:25]([F:28])([F:27])[F:26])[CH:23]=[CH:24][C:18]=2[N:17]=1.C(N(CC)C(C)C)(C)C>CC#N>[Cl:2][C:3]1[C:4]([N:9]2[CH2:10][CH2:11][N:12]([C:16]3[NH:20][C:19]4[CH:21]=[C:22]([C:25]([F:28])([F:27])[F:26])[CH:23]=[CH:24][C:18]=4[N:17]=3)[CH2:13][CH2:14]2)=[N:5][CH:6]=[CH:7][CH:8]=1 |f:0.1|. Procedure: A mixture of the hydrochloride salt from step (b) above (0.564 g, 2.4 mmol), 2-chloro-6-trifluoromethyl-1H-benzoimidazole (0.27 g, 1.22 mmol, Example 1c) and N,N-diisopropylethylamine (0.84 mL, 4.8 mmol, Aldrich) in MeCN (1 mL) was subjected to microwave irradiation at 180° C. with stirring for 20 min. The solvent was removed in vacuo and the residue was purified by silica gel chromatography, eluting with 30% EtOAc/hexane, to give the title compound as a white solid. M.p. 208-210° C. MS (ESI, po...